Dataset: the Open Reaction Database (ORD), a public repository of structured organic reaction records. Task: describe an organic reaction: reactants, conditions, products, and yield Reactants: Cl (hydrochloric acid), C(C)(=O)C1=C(C(=C(OCC2=CC=CN3C2=NC=C(C3=O)C#N)C=C1)CCC)O (9-[(4-acetyl-3-hydroxy-2-n-propylphenoxy)methyl]-3-cyano-4H-pyrido[1,2-a]pyrimidin-4-one), [Cl-].[Al+3].[Cl-].[Cl-] (aluminum chloride), [N-]=[N+]=[N-].[Na+] (sodium azide). Run in O1CCCC1 (tetrahydrofuran), ice water. The product is C(C)(=O)C1=C(C(=C(OCC2=CC=CN3C2=NC=C(C3=O)C3=NN=NN3)C=C1)CCC)O (9-[(4-acetyl-3-hydroxy-2-n-propylphenoxy)methyl]-3-(1H-tetrazol-5-yl)-4H-pyrido[1,2-a]-pyrimidin-4-one). Yield: 64.6%. Reaction SMILES: [C:1]([C:4]1[CH:24]=[CH:23][C:7]([O:8][CH2:9][C:10]2[C:15]3=[N:16][CH:17]=[C:18]([C:21]#[N:22])[C:19](=[O:20])[N:14]3[CH:13]=[CH:12][CH:11]=2)=[C:6]([CH2:25][CH2:26][CH3:27])[C:5]=1[OH:28])(=[O:3])[CH3:2].[Cl-].[Al+3].[Cl-].[Cl-].[N-:33]=[N+:34]=[N-:35].[Na+].Cl>O1CCCC1>[C:1]([C:4]1[CH:24]=[CH:23][C:7]([O:8][CH2:9][C:10]2[C:15]3=[N:16][CH:17]=[C:18]([C:21]4[NH:35][N:34]=[N:33][N:22]=4)[C:19](=[O:20])[N:14]3[CH:13]=[CH:12][CH:11]=2)=[C:6]([CH2:25][CH2:26][CH3:27])[C:5]=1[OH:28])(=[O:3])[CH3:2] |f:1.2.3.4,5.6|. Reported procedure: A mixture of l.00 g (2.65 mmoles) of 9-[(4-acetyl-3-hydroxy-2-n-propylphenoxy)methyl]-3-cyano-4H-pyrido[1,2-a]pyrimidin-4-one, 0.97 g (7.27 mmoles) of aluminum chloride, 1.43 g (21.99 mmoles) of sodium azide and 20 ml of tetrahydrofuran was heated under reflux for 2 hours. After cooling, the resulting reaction solution was diluted with ice water and then acidified with dilute hydrochloric acid. The precipitate so formed was collected by filtration and recrystallized from dimethyformamide to obta... The reactants are C(=O)(O)N[C@H]1CC(C(=O)OC1=O)CC1=CC=CC=C1 (N-carboxy-γ-benzyl-L-glutamic acid anhydride), CN(CCCN)C (N,N-Dimethyl-1,3-propanediamine), C(=O)(O)N[C@@H](CCCCNC(=O)OCC1=CC=CC=C1)C(=O)OC([C@@H](NC(=O)O)CCCCNC(=O)OCC1=CC=CC=C1)=O (Nα-Carboxy-Nε-benzyloxycarbonyl-L-lysine anhydride). The solvent is ClCCCl (1,2-dichloroethane). Run at temperature 0 celsius, time 1 day. Yields the product C(C1=CC=CC=C1)C(C[C@H](N)C(=O)O)C(=O)O.C(C1=CC=CC=C1)OC(=O)NCCCC[C@H](N)C(=O)O (γ-benzyl-L-glutamic acid Nε-benzyloxycarbonyl-L-lysine). Reaction SMILES: C([NH:4][C@@H:5]1[C:11](=[O:12])[O:10][C:8](=[O:9])[CH:7]([CH2:13][C:14]2[CH:19]=[CH:18][CH:17]=[CH:16][CH:15]=2)[CH2:6]1)(O)=O.CN(C)CCCN.C([NH:30][C@H:31]([C:47]([O:49]C(=O)[C@H](CCCCNC(OCC1C=CC=CC=1)=O)NC(O)=O)=[O:48])[CH2:32][CH2:33][CH2:34][CH2:35][NH:36][C:37]([O:39][CH2:40][C:41]1[CH:46]=[CH:45][CH:44]=[CH:43][CH:42]=1)=[O:38])(O)=[O:28]>ClCCCl>[CH2:13]([CH:7]([C:8]([OH:9])=[O:28])[CH2:6][C@@H:5]([C:11]([OH:10])=[O:12])[NH2:4])[C:14]1[CH:15]=[CH:16][CH:17]=[CH:18][CH:19]=1.[CH2:40]([O:39][C:37]([NH:36][CH2:35][CH2:34][CH2:33][CH2:32][C@@H:31]([C:47]([OH:49])=[O:48])[NH2:30])=[O:38])[C:41]1[CH:42]=[CH:43][CH:44]=[CH:45][CH:46]=1 |f:4.5|. Reported procedure: To 1,2-dichloroethane (10 ml) was added N-carboxy-γ-benzyl-L-glutamic acid anhydride (1.00 g, 3.80 mmol), and the mixture was cooled to 0° C. N,N-Dimethyl-1,3-propanediamine (9.56 μl, 0.076 mmol) was added as an initiator, and the mixture was stirred at 25° C. for 1 day and cooled again to 0° C. Nα-Carboxy-Nε-benzyloxycarbonyl-L-lysine anhydride (1.16 g, 3.80 mmol) was added, and the mixture was stirred at 25° C. for 1 day to give a γ-benzyl-L-glutamic acid-Nε-benzyloxycarbonyl-L-lysine block co... Reactants: CCCCCCC(F)CO, O, Cc1ccc(S(=O)(=O)Cl)cc1, c1ccncc1. Yields the product CCCCCCC(F)COS(=O)(=O)c1ccc(C)cc1. As a reaction SMILES: [F:1][CH:2]([CH2:3][OH:4])[CH2:5][CH2:6][CH2:7][CH2:8][CH2:9][CH3:10].[OH2:28].[S:17](=[O:18])(=[O:19])([c:20]1[cH:21][cH:22][c:23]([CH3:24])[cH:25][cH:26]1)[Cl:27].[cH:11]1[cH:12][cH:13][n:14][cH:15][cH:16]1>>[F:1][CH:2]([CH2:3][O:4][S:17](=[O:18])(=[O:19])[c:20]1[cH:21][cH:22][c:23]([CH3:24])[cH:25][cH:26]1)[CH2:5][CH2:6][CH2:7][CH2:8][CH2:9][CH3:10].